Dataset: the Open Reaction Database (ORD), a public repository of structured organic reaction records. Task: describe an organic reaction: reactants, conditions, products, and yield Procedure: 5-Benzyl-3-(2,5-difluorophenyl)imidazolidine-2,4-dione (2.0 g, 6.62 mmol) in DMF (10 mL) was added dropwise to a suspension of sodium hydride (166 mg, 6.95 mmol) in DMF (5 mL) at 0° C. The solution was stirred for 1 hour; then methyl iodide (0.62 mL, 9.9 mmol) was added and the mixture was stirred for 5 hours, then diluted with water and extracted with ethyl acetate (3×). The combined extracts were washed with brine (saturated). dried (over MgSO4). filtered and concentrated to give 1.19 grams of... Reaction conditions: time 1 hour. The yield is 56.8%. Product: C(C1=CC=CC=C1)C1C(N(C(N1C)=O)C1=C(C=CC(=C1)F)F)=O (5-benzyl-3-(2,5-difluorophenyl)-1-methylimidazolidine-2,4-dione). Reactants: CI (methyl iodide), C(C1=CC=CC=C1)C1C(N(C(N1)=O)C1=C(C=CC(=C1)F)F)=O (5-Benzyl-3-(2,5-difluorophenyl)imidazolidine-2,4-dione), [H-].[Na+] (sodium hydride). RXN SMILES: [CH2:1]([CH:8]1[NH:12][C:11](=[O:13])[N:10]([C:14]2[CH:19]=[C:18]([F:20])[CH:17]=[CH:16][C:15]=2[F:21])[C:9]1=[O:22])[C:2]1[CH:7]=[CH:6][CH:5]=[CH:4][CH:3]=1.[H-].[Na+].[CH3:25]I>CN(C=O)C.O>[CH2:1]([CH:8]1[N:12]([CH3:25])[C:11](=[O:13])[N:10]([C:14]2[CH:19]=[C:18]([F:20])[CH:17]=[CH:16][C:15]=2[F:21])[C:9]1=[O:22])[C:2]1[CH:3]=[CH:4][CH:5]=[CH:6][CH:7]=1 |f:1.2|. The solvent is O (water), CN(C)C=O (DMF), CN(C)C=O (DMF). Reactants: FC1=CC(=C(C=C1)NC=1C2=C(N=CN1)SC(=C2C)C(=O)O)O[C@H]2COCCC2 (4-{4-fluoro-2-[(R)-(tetrahydro-pyran-3-yl)oxy]-phenylamino}-5-methyl-thieno[2,3-d]pyrimidine-6-carboxylic acid), CN(CCCN)C (N,N-dimethyl-1,3-propanediamine). Yields the product CN(CCCNC(=O)C1=C(C2=C(N=CN=C2NC2=C(C=C(C=C2)F)O[C@H]2COCCC2)S1)C)C (4-{4-Fluoro-2-[(R)-(tetrahydro-pyran-3-yl)oxy]-phenylamino}-5-methyl-thieno[2,3-d]pyrimidine-6-carboxylic acid (3-dimethylamino-propyl)-amide). As a reaction SMILES: [F:1][C:2]1[CH:7]=[CH:6][C:5]([NH:8][C:9]2[C:10]3[C:17]([CH3:18])=[C:16]([C:19]([OH:21])=O)[S:15][C:11]=3[N:12]=[CH:13][N:14]=2)=[C:4]([O:22][C@@H:23]2[CH2:28][CH2:27][CH2:26][O:25][CH2:24]2)[CH:3]=1.[CH3:29][N:30]([CH3:35])[CH2:31][CH2:32][CH2:33][NH2:34]>>[CH3:29][N:30]([CH3:35])[CH2:31][CH2:32][CH2:33][NH:34][C:19]([C:16]1[S:15][C:11]2[N:12]=[CH:13][N:14]=[C:9]([NH:8][C:5]3[CH:6]=[CH:7][C:2]([F:1])=[CH:3][C:4]=3[O:22][C@@H:23]3[CH2:28][CH2:27][CH2:26][O:25][CH2:24]3)[C:10]=2[C:17]=1[CH3:18])=[O:21]. Procedure: Prepared analogously to example 10.4 from 4-{4-fluoro-2-[(R)-(tetrahydro-pyran-3-yl)oxy]-phenylamino}-5-methyl-thieno[2,3-d]pyrimidine-6-carboxylic acid and N,N-dimethyl-1,3-propanediamine. Starting materials: C(=O)(O)C1=CC=C(C=CC(=O)OCC)C=C1 (ethyl 4-carboxycinnamate), S(=O)(Cl)Cl (thionyl chloride), C1(=CC=CC=C1)C (toluene). Solvent: CN(C=O)C (N,N-dimethylformamide). The product is ClC(=O)C1=CC=C(C=CC(=O)OCC)C=C1 (ethyl 4-chloroformylcinnamate). Isolated yield 78.8%. Reaction SMILES: [C:1]([C:4]1[CH:16]=[CH:15][C:7]([CH:8]=[CH:9][C:10]([O:12][CH2:13][CH3:14])=[O:11])=[CH:6][CH:5]=1)(O)=[O:2].S(Cl)([Cl:19])=O.C1(C)C=CC=CC=1>CN(C)C=O>[Cl:19][C:1]([C:4]1[CH:16]=[CH:15][C:7]([CH:8]=[CH:9][C:10]([O:12][CH2:13][CH3:14])=[O:11])=[CH:6][CH:5]=1)=[O:2]. Reported procedure: 14.8 g (67 mmols) of ethyl 4-carboxycinnamate, 9.57 g (80 mmols) of thionyl chloride, 100 ml of toluene and 0.18 ml of N,N-dimethylformamide are boiled under reflux for 30 minutes. The reaction mixture is evaporated and the crude product is recrystallised from n-hexane. 12.6 g (79% of theory) of ethyl 4-chloroformylcinnamate are obtained in the form of white crystals; melting point 76.8° C. Starting materials: C/C(=N\[Si](C)(C)C)/O[Si](C)(C)C (N,O-bis(trimethylsilyl) acetamide), OC=1C=C2C=CNC2=CC1O (5,6-dihydroxy indole). Run in ClCCl (dichloromethane), ClCCl (dichloromethane). The product is C[Si](OC1=C(NC2=CC=CC=C12)O[Si](C)(C)C)(C)C (di(trimethylsilyloxy]indole). The yield is 71.0%. Reaction SMILES: [CH3:1]/[C:2](/[O:8][Si:9]([CH3:12])([CH3:11])[CH3:10])=[N:3]\[Si](C)(C)C.O[C:14]1[CH:15]=[C:16]2[C:20](=[CH:21][C:22]=1O)NC=C2>ClCCl>[CH3:10][Si:9]([CH3:12])([CH3:11])[O:8][C:1]1[C:21]2[C:22](=[CH:14][CH:15]=[CH:16][CH:20]=2)[NH:3][C:2]=1[O:8][Si:9]([CH3:10])([CH3:11])[CH3:12]. Reported procedure: To 0.81 g (0.004 mole) of N,O-bis(trimethylsilyl) acetamide is added, stirring at room temperature, 0.3 g (0.002 mole) of 5,6-dihydroxy indole. When dissolution is completed, 2 ml dichloromethane are added and the solution is passed through a column of silica 60, eluating with dichloromethane. The first fraction obtained is concentrated in a rotavapor, then vacuum-dried. Thus are obtained 0.42 g (yield: 71%) of white crytal of 5,6[di(trimethylsilyloxy]indole. The reactants are C(C)(C)(C)C=1C=C(CBr)C=C(C1O)C(C)(C)C (3,5-ditertbutyl-4-hydroxy benzyl bromide), C(CO)NCCO (N, N-diethanol amine). The solvent is C1=CC=CC=C1 (benzene). Conditions: temperature 77.5 celsius, time 6 hour. The product is C(C)(C)(C)C1=C(C(=CC(=C1)CN(CCO)CCO)C(C)(C)C)O (2,6-di-tert-butyl-4-(bis(2-hydroxyethyl)aminomethyl)phenol). Reaction SMILES: [C:1]([C:5]1[CH:6]=[C:7]([CH:10]=[C:11]([C:14]([CH3:17])([CH3:16])[CH3:15])[C:12]=1[OH:13])[CH2:8]Br)([CH3:4])([CH3:3])[CH3:2].[CH2:18]([NH:21][CH2:22][CH2:23][OH:24])[CH2:19][OH:20]>C1C=CC=CC=1>[C:1]([C:5]1[CH:6]=[C:7]([CH2:8][N:21]([CH2:22][CH2:23][OH:24])[CH2:18][CH2:19][OH:20])[CH:10]=[C:11]([C:14]([CH3:17])([CH3:16])[CH3:15])[C:12]=1[OH:13])([CH3:4])([CH3:3])[CH3:2]. Procedure: In a round bottom flask taken 2.24 gm of 3,5-ditertbutyl-4-hydroxy benzyl bromide and 0.6 ml of N, N-diethanol amine and dissolved in 100 mL of benzene. The reaction mixture was refluxed with constant stirring at 75-80° C. for 6 hrs. The product was crystallized out in the form of colorless needles. The solvent was decanted, crystals were filtered off and washed with pure benzene. The yield of the product is 1.43 gm (64%). Product was identified by 1H-NMR and FT-IR spectroscopic techniques. Reactants: Cl\C=C\C=C ((E)-1-chloro-1,3-butadiene), C(=CCCCCC)Br.[Mg] (magnesium 1-heptenyl bromide), [Cl-].[NH4+] (ammonium chloride). Reagents/catalysts: [Br-].C1(=CC=CC=C1)P(C1=CC=CC=C1)C1=CC=CC=C1.C1(=CC=CC=C1)P(C1=CC=CC=C1)C1=CC=CC=C1.[Ni+2].[Br-] (nickel (2+) bis(triphenylphosphine) bromide). Solvent: O1CCCC1 (tetrahydrofuran), O1CCCC1 (tetrahydrofuran). Run at temperature 35 celsius. Yields the product C=C\C=C\C=C\CCCCC ((3E,5E)-1,3,5-undecatriene). Reaction SMILES: [CH:1](Br)=[CH:2][CH2:3][CH2:4][CH2:5][CH2:6][CH3:7].[Mg].Cl/[CH:11]=[CH:12]/[CH:13]=[CH2:14].[Cl-].[NH4+]>O1CCCC1.[Br-].C1(P(C2C=CC=CC=2)C2C=CC=CC=2)C=CC=CC=1.C1(P(C2C=CC=CC=2)C2C=CC=CC=2)C=CC=CC=1.[Ni+2].[Br-]>[CH2:1]=[CH:2]/[CH:3]=[CH:4]/[CH:5]=[CH:6]/[CH2:7][CH2:11][CH2:12][CH2:13][CH3:14] |f:0.1,3.4,6.7.8.9.10|. Procedure details: 1.3 millimoles of nickel (2+) bis(triphenylphosphine) bromide and 100 millimoles of magnesium 1-heptenyl bromide (mixture of two isomers Z and E in a ratio by weight of 6:4), dissolved in tetrahydrofuran, are added, under nitrogen and while cooling, to a solution of 50 millimoles of (E)-1-chloro-1,3-butadiene in 200 ml of tetrahydrofuran. The mixture is heated at 35° C. for approximately 1 hour and the reaction medium is then hydrolysed with a saturated ammonium chloride solution. The mixture is... Starting materials: OC=1C=CC(=NC1)C(CC)=O (1-(5-hydroxypyridin-2-yl)propan-1-one), ClCCOC1=CC=C(C=C1)C(=O)C1=CC=C(C=C1)O ((4-(2-chloroethoxy)phenyl)(4-hydroxyphenyl)methanone). Product: ClCCOC1=CC=C(C=C1)C(=C(CC)C1=CC=C(C=N1)O)C1=CC=C(C=C1)O (6-(1-(4-(2-chloroethoxy)phenyl)-1-(4-hydroxyphenyl)but-en-2-yl)pyridin-3-ol). Reaction SMILES: [OH:1][C:2]1[CH:3]=[CH:4][C:5]([C:8](=O)[CH2:9][CH3:10])=[N:6][CH:7]=1.[Cl:12][CH2:13][CH2:14][O:15][C:16]1[CH:21]=[CH:20][C:19]([C:22]([C:24]2[CH:29]=[CH:28][C:27]([OH:30])=[CH:26][CH:25]=2)=O)=[CH:18][CH:17]=1>>[Cl:12][CH2:13][CH2:14][O:15][C:16]1[CH:21]=[CH:20][C:19]([C:22]([C:24]2[CH:29]=[CH:28][C:27]([OH:30])=[CH:26][CH:25]=2)=[C:8]([C:5]2[N:6]=[CH:7][C:2]([OH:1])=[CH:3][CH:4]=2)[CH2:9][CH3:10])=[CH:18][CH:17]=1. Procedure details: Following general procedure of McMurry reaction as described in example 1, step B, 1-(5-hydroxypyridin-2-yl)propan-1-one (0.15 g, 1.0 eq) was reacted with (4-(2-chloroethoxy)phenyl)(4-hydroxyphenyl)methanone (0.549 g, 2.0 eq) to give the desired product (Z/E=1/1).